Dataset: the Open Reaction Database (ORD), a public repository of structured organic reaction records. Task: describe an organic reaction: reactants, conditions, products, and yield Reactants: C(C)(=O)C=1C=C(C(=O)OC)C=CC1O (methyl 3-acetyl-4-hydroxy-benzoate), C(C1=CC=CC=C1)OC1=C(C(=O)OC)C=CC=C1 (methyl 2-benzyloxy-benzoate), [H-].[Na+] (sodium hydride). Run in O1CCOCC1 (dioxane), O1CCOCC1 (dioxane), petroleum ether. Reaction conditions: time 5 hour. Yields the product OC1=C(C(=O)CC(C2=C(C=CC=C2)OCC2=CC=CC=C2)=O)C=C(C=C1)C(=O)OC ((2-hydroxy-5-carbomethoxy-benzoyl)--(2-benzyloxy-benzoyl)-methane). Yield: 65.8%. As a reaction SMILES: [C:1]([C:4]1[CH:5]=[C:6]([CH:11]=[CH:12][C:13]=1[OH:14])[C:7]([O:9][CH3:10])=[O:8])(=[O:3])[CH3:2].[CH2:15]([O:22][C:23]1[CH:32]=[CH:31][CH:30]=[CH:29][C:24]=1[C:25](OC)=[O:26])[C:16]1[CH:21]=[CH:20][CH:19]=[CH:18][CH:17]=1.[H-].[Na+]>O1CCOCC1>[OH:14][C:13]1[CH:12]=[CH:11][C:6]([C:7]([O:9][CH3:10])=[O:8])=[CH:5][C:4]=1[C:1]([CH2:2][C:25](=[O:26])[C:24]1[CH:29]=[CH:30][CH:31]=[CH:32][C:23]=1[O:22][CH2:15][C:16]1[CH:21]=[CH:20][CH:19]=[CH:18][CH:17]=1)=[O:3] |f:2.3|. Reported procedure: A solution of methyl 3-acetyl-4-hydroxy-benzoate (54 g) and methyl 2-benzyloxy-benzoate (135 g) in dioxane (400 ml) was slowly added under stirring at room temperature to a suspension of sodium hydride 50% (40 g) in dioxane (150 ml). The mixture was kept for 5 hours at 70° C., then cooled and diluted with petroleum ether, and subsequently filtered. The collected precipitate was dissolved in water, acidified with acetic acid and extracted with ethylacetate. The organic phase was washed with potas... Yields the product CC1=NN=C(O1)C=1C=CC2=C(C(=CO2)C#N)C1 (5-(5-methyl-1,3,4-oxadiazol-2-yl)-1-benzofuran-3-carbonitrile). Procedure: A suspension of 2-(3-bromo-1-benzofuran-5-yl)-5-methyl-1,3,4-oxadiazole (5.58 g, 20.0 mmol), zinc cyanide (1.41 g, 12.0 mmol) and tetrakis(triphenylphosphine)palladium (0) (1.16 g, 1.00 mmol) in N,N-dimethylformamide (50 mL) was stirred at 80° C. for 10 hr under an argon atmosphere. After cooling, the reaction mixture was diluted with ethyl acetate, washed twice with water and once with saturated brine, dried over anhydrous magnesium sulfate and concentrated under reduced pressure. The residue w... Reactants: BrC1=COC2=C1C=C(C=C2)C=2OC(=NN2)C (2-(3-bromo-1-benzofuran-5-yl)-5-methyl-1,3,4-oxadiazole), CN(C=O)C (N,N-dimethylformamide). The solvent is C(C)(=O)OCC (ethyl acetate). Run at temperature 80 celsius, time 10 hour. The reagents and catalysts are [C-]#N.[Zn+2].[C-]#N (zinc cyanide), C=1C=CC(=CC1)[P](C=2C=CC=CC2)(C=3C=CC=CC3)[Pd]([P](C=4C=CC=CC4)(C=5C=CC=CC5)C=6C=CC=CC6)([P](C=7C=CC=CC7)(C=8C=CC=CC8)C=9C=CC=CC9)[P](C=1C=CC=CC1)(C=1C=CC=CC1)C=1C=CC=CC1 (tetrakis(triphenylphosphine)palladium). As a reaction SMILES: Br[C:2]1[C:6]2[CH:7]=[C:8]([C:11]3[O:12][C:13]([CH3:16])=[N:14][N:15]=3)[CH:9]=[CH:10][C:5]=2[O:4][CH:3]=1.[CH3:17][N:18](C)C=O>C(OCC)(=O)C.[C-]#N.[Zn+2].[C-]#N.C1C=CC([P]([Pd]([P](C2C=CC=CC=2)(C2C=CC=CC=2)C2C=CC=CC=2)([P](C2C=CC=CC=2)(C2C=CC=CC=2)C2C=CC=CC=2)[P](C2C=CC=CC=2)(C2C=CC=CC=2)C2C=CC=CC=2)(C2C=CC=CC=2)C2C=CC=CC=2)=CC=1>[CH3:16][C:13]1[O:12][C:11]([C:8]2[CH:9]=[CH:10][C:5]3[O:4][CH:3]=[C:2]([C:17]#[N:18])[C:6]=3[CH:7]=2)=[N:15][N:14]=1 |f:3.4.5,^1:36,38,57,76|. Yield: 83.0%. Reactants: BrC1=C(C=C(C=C1)[N+](=O)[O-])CNC (1-(2-bromo-5-nitrophenyl)-N-methylmethanamine), C(C1=CC=CC=C1)OC(=O)ON1C(CCC1=O)=O (N-(benzyloxycarbonyloxy) succinimide), C(C)(C)N(C(C)C)CC (N,N-diisopropylethylamine). The solvent is CN(C)C=O (DMF). Conditions: time 1 hour. Yields the product BrC1=C(CN(C(OCC2=CC=CC=C2)=O)C)C=C(C=C1)[N+](=O)[O-] (Benzyl 2-bromo-5-nitrobenzyl(methyl)carbamate). Yield: 98.3%. Reaction SMILES: [Br:1][C:2]1[CH:7]=[CH:6][C:5]([N+:8]([O-:10])=[O:9])=[CH:4][C:3]=1[CH2:11][NH:12][CH3:13].[CH2:14]([O:21][C:22]([O:24]N1C(=O)CCC1=O)=O)[C:15]1[CH:20]=[CH:19][CH:18]=[CH:17][CH:16]=1.C(N(CC)C(C)C)(C)C>CN(C=O)C>[Br:1][C:2]1[CH:7]=[CH:6][C:5]([N+:8]([O-:10])=[O:9])=[CH:4][C:3]=1[CH2:11][N:12]([CH3:13])[C:22](=[O:24])[O:21][CH2:14][C:15]1[CH:16]=[CH:17][CH:18]=[CH:19][CH:20]=1. Reported procedure: To 1-(2-bromo-5-nitrophenyl)-N-methylmethanamine (7 g, 28.6 mmol, see WO 2008/079836 for preparation) in DMF (30 ml), was added N-(benzyloxycarbonyloxy) succinimide (8.54 g, 34.3 mmol) and N,N-diisopropylethylamine (9.98 ml, 57.1 mmol). The mixture was stirred rt for 1 h, then quenched with water, extracted with EtOAc (3×30 ml). The organic layer was washed with brine, dried (Na2SO4) and concentrated. The crude product was purified by flash chromatography (0-60% EtOAc in hexane) to yield 36A (10... Starting materials: [Si](C1=CC=CC=C1)(C1=CC=CC=C1)(C(C)(C)C)O[C@H]1C[C@@H]2[C@H](C(N(CCCC\C=C/[C@H]3[C@](NC2=O)(C3)C(=O)OC)C)=O)CC1 ((1aR,3aR,5R,7aR,15aS,Z)-methyl 5-(tert-butyldiphenylsilyloxy)-9-methyl-3,8-dioxo-1a,2,3,3a,4,5,6,7,7a,8,9,10,11,12,13,15a-hexadecahydro-1H-benzo[c]cyclopropa[g][1,6]diazacyclotetradecine-1a-carboxylate), [F-].C(CCC)[N+](CCCC)(CCCC)CCCC (tetrabutylammonium fluoride). Solvent: C1CCOC1 (THF). Run at time 8 hour. Yields the product O[C@H]1C[C@@H]2[C@H](C(N(CCCC\C=C/[C@H]3[C@](NC2=O)(C3)C(=O)OC)C)=O)CC1 ((1aR,3aR,5R,7aR,15aS,Z)-methyl 5-hydroxy-9-methyl-3,8-dioxo-1a,2,3,3a,4,5,6,7,7a,8,9,10,11,12,13,15a-hexadecahydro-1H-benzo[c]cyclopropa[g][1,6]diazacyclotetradecine-1a-carboxylate). As a reaction SMILES: [Si]([O:18][C@@H:19]1[CH2:44][CH2:43][C@H:22]2[C:23](=[O:42])[N:24]([CH3:41])[CH2:25][CH2:26][CH2:27][CH2:28][CH:29]=[CH:30][C@@H:31]3[CH2:36][C@@:32]3([C:37]([O:39][CH3:40])=[O:38])[NH:33][C:34](=[O:35])[C@@H:21]2[CH2:20]1)(C(C)(C)C)(C1C=CC=CC=1)C1C=CC=CC=1.[F-].C([N+](CCCC)(CCCC)CCCC)CCC>C1COCC1>[OH:18][C@@H:19]1[CH2:44][CH2:43][C@H:22]2[C:23](=[O:42])[N:24]([CH3:41])[CH2:25][CH2:26][CH2:27][CH2:28][CH:29]=[CH:30][C@@H:31]3[CH2:36][C@@:32]3([C:37]([O:39][CH3:40])=[O:38])[NH:33][C:34](=[O:35])[C@@H:21]2[CH2:20]1 |f:1.2|. Procedure: To a solution of compound 42 (0.6 mmol) in dry THF (12 mL) was added dropwise a solution of tetrabutylammonium fluoride (1M in THF, 12 mL). The reaction was stirred at room temperature overnight, and then concentrated. The residue was dissolved in MeOH and purified by semi preparative HPLC (RP18) to yield compound 43, which was used without further purification directly in the next step. MS (ESI, EI+): m/z=379 (MH+). The reactants are CC(c1cccc2ccccc12)N(CC1CN(C(=O)CCC(C)(C)C(=O)O)CCC1c1ccccc1)C(=O)OC(C)(C)C, Cl, C1COCCO1. The product is Cl, CC(NCC1CN(C(=O)CCC(C)(C)C(=O)O)CCC1c1ccccc1)c1cccc2ccccc12. Reaction SMILES: [C:1]([O:2][C:3](=[O:4])[N:8]([CH:9]([CH3:10])[c:11]1[cH:12][cH:13][cH:14][c:15]2[cH:16][cH:17][cH:18][cH:19][c:20]12)[CH2:21][CH:22]1[CH2:23][N:24]([C:34]([CH2:35][CH2:36][C:37]([C:38](=[O:39])[OH:40])([CH3:41])[CH3:42])=[O:43])[CH2:25][CH2:26][CH:27]1[c:28]1[cH:29][cH:30][cH:31][cH:32][cH:33]1)([CH3:5])([CH3:6])[CH3:7].[ClH:50].[O:44]1[CH2:45][CH2:46][O:47][CH2:48][CH2:49]1>>[ClH:50].[NH:8]([CH:9]([CH3:10])[c:11]1[cH:12][cH:13][cH:14][c:15]2[cH:16][cH:17][cH:18][cH:19][c:20]12)[CH2:21][CH:22]1[CH2:23][N:24]([C:34]([CH2:35][CH2:36][C:37]([C:38](=[O:39])[OH:40])([CH3:41])[CH3:42])=[O:43])[CH2:25][CH2:26][CH:27]1[c:28]1[cH:29][cH:30][cH:31][cH:32][cH:33]1. Starting materials: Brc1ccc(Br)cc1, CC(C)(C)[O-], Cc1ccccc1, c1ccc(Nc2ccccc2)cc1, [Na+], O=C(C=Cc1ccccc1)C=Cc1ccccc1, O=C(C=Cc1ccccc1)C=Cc1ccccc1, O=C(C=Cc1ccccc1)C=Cc1ccccc1, O, [Pd], [Pd]. The product is Brc1ccc(N(c2ccccc2)c2ccccc2)cc1. Reaction SMILES: [Br:7][c:8]1[cH:9][cH:10][c:11]([Br:12])[cH:13][cH:14]1.[CH3:1][C:2]([CH3:3])([O-:4])[CH3:5].[CH3:29][c:30]1[cH:31][cH:32][cH:33][cH:34][cH:35]1.[NH:15]([c:16]1[cH:17][cH:18][cH:19][cH:20][cH:21]1)[c:22]1[cH:23][cH:24][cH:25][cH:26][cH:27]1.[Na+:6].[O:38]=[C:39]([CH:40]=[CH:41][c:42]1[cH:43][cH:44][cH:45][cH:46][cH:47]1)[CH:48]=[CH:49][c:50]1[cH:51][cH:52][cH:53][cH:54][cH:55]1.[O:56]=[C:57]([CH:58]=[CH:59][c:60]1[cH:61][cH:62][cH:63][cH:64][cH:65]1)[CH:66]=[CH:67][c:68]1[cH:69][cH:70][cH:71][cH:72][cH:73]1.[O:74]=[C:75]([CH:76]=[CH:77][c:78]1[cH:79][cH:80][cH:81][cH:82][cH:83]1)[CH:84]=[CH:85][c:86]1[cH:87][cH:88][cH:89][cH:90][cH:91]1.[OH2:28].[Pd:36].[Pd:37]>>[c:8]1([N:15]([c:16]2[cH:17][cH:18][cH:19][cH:20][cH:21]2)[c:22]2[cH:23][cH:24][cH:25][cH:26][cH:27]2)[cH:9][cH:10][c:11]([Br:12])[cH:13][cH:14]1.